From a dataset of the Open Reaction Database (ORD), a public repository of structured organic reaction records. describe an organic reaction: reactants, conditions, products, and yield Starting materials: C(C(C)C)[C@@H]1NC(O[C@H]1C=C)=O (4(S)-isobutyl-5(S)-vinyl-2-oxazolidinone), B1C2CCCC1CCC2 (9-BBN), C12CCCC(CCC1)B2 (9-borabicyclo(3.3.1)nonane), C1CCOC1 (THF). Reaction conditions: time 5 hour. Yields the product C(C(C)C)[C@@H]1NC(O[C@H]1CCO)=O (4(S)-isobutyl-5(S)-(2-hydroxyethyl)-2-oxazolidinone). RXN SMILES: [CH2:1]([C@H:5]1[C@H:9]([CH:10]=[CH2:11])[O:8][C:7](=[O:12])[NH:6]1)[CH:2]([CH3:4])[CH3:3].B1C2CCCC1CCC2.C1C[O:25]CC1>>[CH2:1]([C@H:5]1[C@H:9]([CH2:10][CH2:11][OH:25])[O:8][C:7](=[O:12])[NH:6]1)[CH:2]([CH3:4])[CH3:3]. Procedure details: To a 0° C. solution of 4(S)-isobutyl-5(S)-vinyl-2-oxazolidinone (4.7 g, 0.028 mole) in THF (20 mL) was added 9-BBN [9-borabicyclo(3.3.1)nonane, 75 mL, 0.0375 mole in THE] by dropwise addition. After stirring for 5 hours at room temperature, the reaction was quenched by the addition of water (1 mL). A solution of NaOH (6.7 g) in water (21 mL) was then added followed by careful addition of H2O2 (18 mL of 30%). The resulting mixture was heated at 65° C. for 1 hour, the THF was partially evaporated ... Starting materials: O=C([O-])[O-], COC(=O)CCc1ccc(NCc2cccc(-c3c(C)cccc3C)c2)cc1, CN(C)C=O, CCCI, [K+], [K+]. The product is CCCN(Cc1cccc(-c2c(C)cccc2C)c1)c1ccc(CCC(=O)OC)cc1. As a reaction SMILES: [C:33](=[O:34])([O-:35])[O-:36].[CH3:1][c:2]1[c:3](-[c:9]2[cH:10][c:11]([CH2:15][NH:16][c:17]3[cH:18][cH:19][c:20]([CH2:23][CH2:24][C:25](=[O:26])[O:27][CH3:28])[cH:21][cH:22]3)[cH:12][cH:13][cH:14]2)[c:4]([CH3:8])[cH:5][cH:6][cH:7]1.[CH3:39][N:40]([CH3:41])[CH:42]=[O:43].[I:29][CH2:30][CH2:31][CH3:32].[K+:37].[K+:38]>>[CH3:1][c:2]1[c:3](-[c:9]2[cH:10][c:11]([CH2:15][N:16]([c:17]3[cH:18][cH:19][c:20]([CH2:23][CH2:24][C:25](=[O:26])[O:27][CH3:28])[cH:21][cH:22]3)[CH2:30][CH2:31][CH3:32])[cH:12][cH:13][cH:14]2)[c:4]([CH3:8])[cH:5][cH:6][cH:7]1.